From a dataset of the Open Reaction Database (ORD), a public repository of structured organic reaction records. describe an organic reaction: reactants, conditions, products, and yield Starting materials: C(C)(=O)NC=1C(C(=O)O)=CC=CC1 (N-acetyl anthranilic acid), C(C)(=O)OC(C)=O (acetic anhydride), CCCCCCC (heptane), 2,6,7-Trimethyl-3,1,4-benzoxazone, C(C)(=O)[O-].[NH4+] (Ammonium acetate). The product is CC1=NC2=CC(=C(C=C2C(N1)=O)C)C (2,6,7-trimethyl-4(3H)-quinazolone). Reaction SMILES: [C:1]([NH:4][C:5]1C(=CC=C[CH:13]=1)C(O)=O)(=[O:3])C.[C:14](OC(=O)C)(=O)C.C([O-])(=O)C.[NH4+:25].[CH3:26][CH2:27][CH2:28][CH2:29][CH2:30][CH2:31][CH3:32]>>[CH3:13][C:5]1[NH:4][C:1](=[O:3])[C:27]2[C:28](=[CH:29][C:30]([CH3:14])=[C:31]([CH3:32])[CH:26]=2)[N:25]=1 |f:2.3|. Procedure details: 2,6,7-Trimethyl-3,1,4-benzoxazone was readily prepared by treating the corresponding N-acetyl anthranilic acid with acetic anhydride (1.4 eq) in heptane (reflux, 3 h). Ammonium acetate (5 eq per mol of substrate) was added to the reaction mixture and the residual acetic anhydride was removed by azeotropic distillation of heptane under atmospheric pressure. Removal of any residual acetic anhydride is crucial in order for the next step, the ammonolysis of the benzoxazone, to be successful. Acetic ... The reactants are C(C)OC(=O)C1=CC=C(C=C1)C1=C(C=CC=C1)CBr (2′-Bromomethyl-biphenyl-4-carboxylic acid ethyl ester), SCCO (2-mercaptoethanol), C([O-])([O-])=O.[K+].[K+] (potassium carbonate), C(C)OC(=O)C=1C=C(C=CC1)C1=CC=C(C=C1)CSCCO (4′-(2-hydroxy-ethylsulfanylmethyl)-biphenyl-3-carboxylic acid ethyl ester). Run in CN(C)C=O (DMF). Yields the product C(C)OC(=O)C1=CC=C(C=C1)C1=C(C=CC=C1)CSCCO (2′-(2-Hydroxy-ethylsulfanylmethyl)-biphenyl-4-carboxylic acid ethyl ester). RXN SMILES: C(OC(C1C=C(C2C=CC(C[S:19][CH2:20][CH2:21][OH:22])=CC=2)C=CC=1)=O)C.[CH2:23]([O:25][C:26]([C:28]1[CH:33]=[CH:32][C:31]([C:34]2[CH:39]=[CH:38][CH:37]=[CH:36][C:35]=2[CH2:40]Br)=[CH:30][CH:29]=1)=[O:27])[CH3:24].SCCO.C(=O)([O-])[O-].[K+].[K+]>CN(C=O)C>[CH2:23]([O:25][C:26]([C:28]1[CH:33]=[CH:32][C:31]([C:34]2[CH:39]=[CH:38][CH:37]=[CH:36][C:35]=2[CH2:40][S:19][CH2:20][CH2:21][OH:22])=[CH:30][CH:29]=1)=[O:27])[CH3:24] |f:3.4.5|. Procedure details: 2′-(2-Hydroxy-ethylsulfanylmethyl)-biphenyl-4-carboxylic acid ethyl ester was synthesized as described for 4′-(2-hydroxy-ethylsulfanylmethyl)-biphenyl-3-carboxylic acid ethyl ester. 2′-Bromomethyl-biphenyl-4-carboxylic acid ethyl ester (5.77 g, 18.1 mmol, 1 eq.) in anhydrous DMF was treated with 2-mercaptoethanol (2.83 g, 36.2 mmol, 2 eq.) and potassium carbonate (7.50 g, 54.3 mmol, 3 eq.). When complete, the reaction was worked up as described leaving a yellow oil Reactants: C(C)(=O)OC1=CC=C(C=C1)C(=O)N1CC(C1)N1CCN(CC1)C(=O)C1=CC=CC=C1 (4-({3-[4-(Phenylcarbonyl)piperazin-1-yl]azetidin-1-yl}carbonyl)phenyl acetate), [Li+].[OH-] (LiOH), Cl (HCl). Run in C1CCOC1.CO.O (THF MeOH H2O). Reaction conditions: time 4 hour. Product: C1(=CC=CC=C1)C(=O)N1CCN(CC1)C1CN(C1)C(=O)C1=CC=C(C=C1)O (4-({3-[4-(Phenylcarbonyl)piperazin-1-yl]azetidin-1-yl}carbonyl)phenol). RXN SMILES: C([O:4][C:5]1[CH:10]=[CH:9][C:8]([C:11]([N:13]2[CH2:16][CH:15]([N:17]3[CH2:22][CH2:21][N:20]([C:23]([C:25]4[CH:30]=[CH:29][CH:28]=[CH:27][CH:26]=4)=[O:24])[CH2:19][CH2:18]3)[CH2:14]2)=[O:12])=[CH:7][CH:6]=1)(=O)C.[Li+].[OH-].Cl>C1COCC1.CO.O>[C:25]1([C:23]([N:20]2[CH2:21][CH2:22][N:17]([CH:15]3[CH2:16][N:13]([C:11]([C:8]4[CH:7]=[CH:6][C:5]([OH:4])=[CH:10][CH:9]=4)=[O:12])[CH2:14]3)[CH2:18][CH2:19]2)=[O:24])[CH:30]=[CH:29][CH:28]=[CH:27][CH:26]=1 |f:1.2,4.5.6|. Reported procedure: A mixture of compound 26c (420 mg, 1.03 mmol) and LiOH (100 mg, 4.0 mmol) in a solvent mixture of THF/MeOH/H2O (2/2/2 mL) was stirred at room temperature for 4 h, at which time it was brought to pH 5 by the addition of 2N HCl (aq). The mixture was extracted with EtOAc (3×). The combined extracts were dried over Na2SO4, filtered, and concentrated under reduced pressure. The resultant residue (crude compound 26d) was dried under reduced pressure for 18 h, and used in the following step without fur... Reactants: FC=1C=CC=C2C(C(N(C12)CC=1OC(=CC1)C(F)(F)F)=O)(CO)C1=CC2=C(OCO2)C=C1O (7-fluoro-3-(6-hydroxy-1,3-benzodioxol-5-yl)-3-(hydroxymethyl)-1-{[5-(trifluoromethyl)-2-furyl]methyl}-1,3-dihydro-2H-indol-2-one), C1(CC1)CCN1C(C(C2=CC=CC=C12)(CO)C1=CC2=C(OCO2)C=C1O)=O (1-(2-cyclopropylethyl)-3-(6-hydroxy-1,3-benzodioxol-5-yl)-3-(hydroxymethyl)-1,3-dihydro-2H-indol-2-one). Product: FC=1C=CC=C2C3(C(N(C12)CC=1OC(=CC1)C(F)(F)F)=O)COC=1C3=CC3=C(OCO3)C1 (7′-fluoro-1′-{[5-(trifluoromethyl)-2-furyl]methyl}spiro[furo[2,3-f][1,3]benzodioxole-7,3′-indol]-2′(1′H)-one). As a reaction SMILES: [F:1][C:2]1[CH:3]=[CH:4][CH:5]=[C:6]2[C:10]=1[N:9]([CH2:11][C:12]1[O:13][C:14]([C:17]([F:20])([F:19])[F:18])=[CH:15][CH:16]=1)[C:8](=[O:21])[C:7]2([C:24]1[C:32](O)=[CH:31][C:27]2[O:28][CH2:29][O:30][C:26]=2[CH:25]=1)[CH2:22][OH:23].C1(CCN2C3C(=CC=CC=3)C(C3C(O)=CC4OCOC=4C=3)(CO)C2=O)CC1>>[F:1][C:2]1[CH:3]=[CH:4][CH:5]=[C:6]2[C:10]=1[N:9]([CH2:11][C:12]1[O:13][C:14]([C:17]([F:20])([F:19])[F:18])=[CH:15][CH:16]=1)[C:8](=[O:21])[C:7]12[C:24]2=[CH:25][C:26]3[O:30][CH2:29][O:28][C:27]=3[CH:31]=[C:32]2[O:23][CH2:22]1. Reported procedure: Following the procedure described in EXAMPLE 1, and making non-critical variations using 7-fluoro-3-(6-hydroxy-1,3-benzodioxol-5-yl)-3-(hydroxymethyl)-1-{[5-(trifluoromethyl)-2-furyl]methyl}-1,3-dihydro-2H-indol-2-one to replace 1-(2-cyclopropylethyl)-3-(6-hydroxy-1,3-benzodioxol-5-yl)-3-(hydroxymethyl)-1,3-dihydro-2H-indol-2-one, the title compound was obtained (32%) as a white solid: mp 116-118° C.; 1H NMR (300 MHz, DMSO-d6) δ 7.36-6.88 (m, 4H), 6.67 (s, 1H), 6.62 (d, 1H), 6.19 (s, 1H), 5.90 (...